From a dataset of the Open Reaction Database (ORD), a public repository of structured organic reaction records. describe an organic reaction: reactants, conditions, products, and yield Reactants: C(C=C)N(C(C1=C(C(C(=O)N(CC=C)CC=C)=C(C(=C1I)N)I)I)=O)CC=C (N,N,N′,N′-tetraallyl-5-amino-2,4,6-triiodo-isophthalamide), C(=O)(Cl)Cl (phosgene), C1(=CC=CC=C1)C (toluene). Solvent: O1CCOCC1 (1,4-dioxane), O1CCOCC1 (Dioxane). Reaction conditions: temperature 60 celsius. Product: C(C=C)N(C(C1=C(C(C(=O)N(CC=C)CC=C)=C(C(=C1I)N=C=O)I)I)=O)CC=C (N,N,N′,N′-Tetraallyl-2,4,6-triiodo-5-isocyanato-isophthalamide). Reaction SMILES: [CH2:1]([N:4]([CH2:26][CH:27]=[CH2:28])[C:5](=[O:25])[C:6]1[C:20]([I:21])=[C:19]([NH2:22])[C:18]([I:23])=[C:8]([C:9]([N:11]([CH2:15][CH:16]=[CH2:17])[CH2:12][CH:13]=[CH2:14])=[O:10])[C:7]=1[I:24])[CH:2]=[CH2:3].[C:29](Cl)(Cl)=[O:30].C1(C)C=CC=CC=1>O1CCOCC1>[CH2:1]([N:4]([CH2:26][CH:27]=[CH2:28])[C:5](=[O:25])[C:6]1[C:20]([I:21])=[C:19]([N:22]=[C:29]=[O:30])[C:18]([I:23])=[C:8]([C:9]([N:11]([CH2:15][CH:16]=[CH2:17])[CH2:12][CH:13]=[CH2:14])=[O:10])[C:7]=1[I:24])[CH:2]=[CH2:3]. Procedure details: To a solution of N,N,N′,N′-tetraallyl-5-amino-2,4,6-triiodo-isophthalamide (5 g, 7 mmol) in 1,4-dioxane (10 mL) was added ˜11 equivalents of 20% phosgene solution in toluene (35 mL, 70 mmol) at ambient temperature. The flask was sealed and the solution was heated at 60° C. for 15 hours. The reaction was allowed to cool to ambient temperature and then concentrated at reduced pressure to yield an off white, semi-crystalline solid. Dioxane (50 mL×2) was added and removed slowly at reduced pressure ... The reactants are CS(C)=O, CC1(C)CCC(C)(C)c2cc(CCl)ccc21, [H-], [Na+], O=Cc1cccc(O)c1O. Yields the product CC1(C)CCC(C)(C)c2cc(COc3c(O)cccc3C=O)ccc21. RXN SMILES: [CH3:29][S:30]([CH3:31])=[O:32].[Cl:13][CH2:14][c:15]1[cH:16][c:17]2[c:22]([cH:23][cH:24]1)[C:21]([CH3:25])([CH3:26])[CH2:20][CH2:19][C:18]2([CH3:27])[CH3:28].[H-:1].[Na+:2].[OH:3][c:4]1[c:5]([CH:6]=[O:7])[cH:8][cH:9][cH:10][c:11]1[OH:12]>>[O:3]([c:4]1[c:5]([CH:6]=[O:7])[cH:8][cH:9][cH:10][c:11]1[OH:12])[CH2:14][c:15]1[cH:16][c:17]2[c:22]([cH:23][cH:24]1)[C:21]([CH3:25])([CH3:26])[CH2:20][CH2:19][C:18]2([CH3:27])[CH3:28]. Starting materials: NC=1C(=CC(=C(C1)O)Br)F (5-Amino-2-bromo-4-fluorophenol), C(C=C)Br (allyl bromide), C([O-])([O-])=O.[K+].[K+] (potassium carbonate). The solvent is C(C)#N (acetonitrile). Run at time 12 hour. Product: C(C=C)OC=1C(=CC(=C(N)C1)F)Br (5-allyloxy-4-bromo-2-fluoroaniline). Yield: 32.9%. As a reaction SMILES: [NH2:1][C:2]1[C:3]([F:10])=[CH:4][C:5]([Br:9])=[C:6]([OH:8])[CH:7]=1.[CH2:11](Br)[CH:12]=[CH2:13].C(=O)([O-])[O-].[K+].[K+]>C(#N)C>[CH2:13]([O:8][C:6]1[C:5]([Br:9])=[CH:4][C:3]([F:10])=[C:2]([CH:7]=1)[NH2:1])[CH:12]=[CH2:11] |f:2.3.4|. Procedure details: 5-Amino-2-bromo-4-fluorophenol (30.9 g), allyl bromide (21.8 g) and potassium carbonate (22.77 g) were suspended in acetonitrile (300 ml), and the mixture was stirred at room temperature for 12 hours. After the reaction, the precipitates were filtered, the solvent was distilled off, and this was extracted with ethyl acetate. After washing with water, it was dried over anhydrous magnesium sulfate. Then, ethyl acetate was distilled off and the resulting oily substance was purified by chromatograph...